describe an organic reaction: reactants, conditions, products, and yield From a dataset of the Open Reaction Database (ORD), a public repository of structured organic reaction records. Yields the product OCCN(CCO)Cc1cc2c(Nc3cccc(Cl)c3)ncnc2[nH]1. As a reaction SMILES: [CH3:27][CH2:28][OH:29].[CH3:30][N:31]1[CH2:32][CH2:33][CH2:34][N:35]([CH3:36])[C:37]1=[O:38].[CH3:39][C:40](=[O:41])[OH:42].[Cl:1][c:2]1[cH:3][c:4]([NH:5][c:6]2[c:7]3[c:8]([n:9][cH:10][n:11]2)[nH:12][c:13]([CH:15]=[O:16])[cH:14]3)[cH:17][cH:18][cH:19]1.[OH:20][CH2:21][CH2:22][NH:23][CH2:24][CH2:25][OH:26]>>[Cl:1][c:2]1[cH:3][c:4]([NH:5][c:6]2[c:7]3[c:8]([n:9][cH:10][n:11]2)[nH:12][c:13]([CH2:15][N:23]([CH2:22][CH2:21][OH:20])[CH2:24][CH2:25][OH:26])[cH:14]3)[cH:17][cH:18][cH:19]1. Reactants: CCO, CN1CCCN(C)C1=O, CC(=O)O, O=Cc1cc2c(Nc3cccc(Cl)c3)ncnc2[nH]1, OCCNCCO. The reactants are NC[C@@H]1CN(CC1)C(=O)OC(C)(C)C ((R)-3-aminomethyl-1-N-tert-butoxycarbonyl-pyrrolidine), ClC=1C=C2C=C(NC2=CC1)C(=O)O (5-chloro-1H-indole-2-carboxylic acid). The product is C(C)(C)(C)OC(=O)N1C[C@H](CC1)CNC(=O)C=1NC2=CC=C(C=C2C1)Cl ((R)-3-{[(5-chloro-1H-indole-2-carbonyl)-amino]-methyl}-pyrrolidine-1-carboxylic acid tert-butyl ester). As a reaction SMILES: [NH2:1][CH2:2][C@H:3]1[CH2:7][CH2:6][N:5]([C:8]([O:10][C:11]([CH3:14])([CH3:13])[CH3:12])=[O:9])[CH2:4]1.[Cl:15][C:16]1[CH:17]=[C:18]2[C:22](=[CH:23][CH:24]=1)[NH:21][C:20]([C:25](O)=[O:26])=[CH:19]2>>[C:11]([O:10][C:8]([N:5]1[CH2:6][CH2:7][C@H:3]([CH2:2][NH:1][C:25]([C:20]2[NH:21][C:22]3[C:18]([CH:19]=2)=[CH:17][C:16]([Cl:15])=[CH:24][CH:23]=3)=[O:26])[CH2:4]1)=[O:9])([CH3:14])([CH3:13])[CH3:12]. Procedure details: 69.1 Using general procedure E, (R)-3-aminomethyl-1-N-tert-butoxycarbonyl-pyrrolidine was coupled with 5-chloro-1H-indole-2-carboxylic acid to give (R)-3-{[(5-chloro-1H-indole-2-carbonyl)-amino]-methyl}-pyrrolidine-1-carboxylic acid tert-butyl ester. Pale yellow solid. MS 376.4 ([M−H]−) Reactants: ClCCl, COc1ccc(F)cc1C(C)(C)CC(O)(CN1CC(C)NC(C)C1)C(F)(F)F, CC(=O)OC(C)=O, c1ccncc1. Yields the product COc1ccc(F)cc1C(C)(C)CC(O)(CN1CC(C)N(C(C)=O)C(C)C1)C(F)(F)F. As a reaction SMILES: [CH2:42]([Cl:43])[Cl:44].[CH3:1][CH:2]1[CH2:3][N:4]([CH2:9][C:10]([C:11]([F:12])([F:13])[F:14])([CH2:15][C:16]([CH3:17])([CH3:18])[c:19]2[c:20]([O:26][CH3:27])[cH:21][cH:22][c:23]([F:25])[cH:24]2)[OH:28])[CH2:5][CH:6]([CH3:8])[NH:7]1.[CH3:35][C:36](=[O:37])[O:38][C:39](=[O:40])[CH3:41].[cH:29]1[cH:30][cH:31][n:32][cH:33][cH:34]1>>[CH3:1][CH:2]1[CH2:3][N:4]([CH2:9][C:10]([C:11]([F:12])([F:13])[F:14])([CH2:15][C:16]([CH3:17])([CH3:18])[c:19]2[c:20]([O:26][CH3:27])[cH:21][cH:22][c:23]([F:25])[cH:24]2)[OH:28])[CH2:5][CH:6]([CH3:8])[N:7]1[C:36]([CH3:35])=[O:37]. Starting materials: [H-].[Al+3].[Li+].[H-].[H-].[H-] (lithium aluminium hydride), O[C@@H]1[C@H](NCC1)C(=O)N1CCC(CC1)C=1SC=C(N1)C1=CC=2C(CCC(C2C=C1)(C)C)(C)C (((2S,3S)-3-hydroxypyrrolidin-2-yl)-{4-[4-(5,5,8,8-tetramethyl-5,6,7,8-tetrahydronaphthalen-2-yl)thiazol-2-yl]piperidin-1-yl}methanone). Solvent: C1CCOC1 (THF). Yields the product CC1(C=2C=CC(=CC2C(CC1)(C)C)C=1N=C(SC1)C1CCN(CC1)C[C@H]1NCC[C@@H]1O)C ((2R,3S)-2-{4-[4-(5,5,8,8-tetramethyl-5,6,7,8-tetrahydronaphthalen-2-yl)thiazol-2-yl]piperidin-1-ylmethyl}pyrrolidin-3-ol). RXN SMILES: [H-].[Al+3].[Li+].[H-].[H-].[H-].[OH:7][C@H:8]1[CH2:12][CH2:11][NH:10][C@@H:9]1[C:13]([N:15]1[CH2:20][CH2:19][CH:18]([C:21]2[S:22][CH:23]=[C:24]([C:26]3[CH:35]=[CH:34][C:33]4[C:32]([CH3:37])([CH3:36])[CH2:31][CH2:30][C:29]([CH3:39])([CH3:38])[C:28]=4[CH:27]=3)[N:25]=2)[CH2:17][CH2:16]1)=O>C1COCC1>[CH3:36][C:32]1([CH3:37])[CH2:31][CH2:30][C:29]([CH3:38])([CH3:39])[C:28]2[CH:27]=[C:26]([C:24]3[N:25]=[C:21]([CH:18]4[CH2:17][CH2:16][N:15]([CH2:13][C@@H:9]5[C@@H:8]([OH:7])[CH2:12][CH2:11][NH:10]5)[CH2:20][CH2:19]4)[S:22][CH:23]=3)[CH:35]=[CH:34][C:33]1=2 |f:0.1.2.3.4.5|. Procedure: The preparation was carried out as already described using a 2N lithium aluminium hydride solution in THF starting from 30 mg (0.06 mmol) of ((2S,3S)-3-hydroxypyrrolidin-2-yl)-{4-[4-(5,5,8,8-tetramethyl-5,6,7,8-tetrahydronaphthalen-2-yl)thiazol-2-yl]piperidin-1-yl}methanone. The product was purified by means of preparative HPLC and is in the form of the hydrochloride. Reactants: C[O-].[Na+] (sodium methoxide), ClC=1N=NC(=CC1)C1=CC=NC=C1 (3-Chloro-6-pyridin-4-yl-pyridazine). As a reaction SMILES: [CH3:1][O-:2].[Na+].Cl[C:5]1[N:6]=[N:7][C:8]([C:11]2[CH:16]=[CH:15][N:14]=[CH:13][CH:12]=2)=[CH:9][CH:10]=1>CO>[CH3:1][O:2][C:5]1[N:6]=[N:7][C:8]([C:11]2[CH:16]=[CH:15][N:14]=[CH:13][CH:12]=2)=[CH:9][CH:10]=1 |f:0.1|. Procedure details: 63 ml of a 32% sodium methoxide solution in methanol are added to a solution of 57 g 3-Chloro-6-pyridin-4-yl-pyridazine in methanol, and the reaction mixture is stirred under reflux for 1.5 h. The solvent is removed under reduced pressure, the residue suspended in 0.7 L water and the pH adjusted to 7. Extraction with dichloromethane yielded 57 g 3-Methoxy-6-pyridin-4-yl-pyridazine, which is used without further purification. Yields the product COC=1N=NC(=CC1)C1=CC=NC=C1 (3-Methoxy-6-pyridin-4-yl-pyridazine). Run in CO (methanol), CO (methanol).